Dataset: the Open Reaction Database (ORD), a public repository of structured organic reaction records. Task: describe an organic reaction: reactants, conditions, products, and yield The reactants are FC1=C(C=C(C=C1)C=1N=C(N(C1)C)C1CCN(CC1)C1=C(C(=NC=N1)N)C1=CC=C(C=C1)OC)C(F)(F)F (6-{4-[4-(4-Fluoro-3-trifluoromethyl-phenyl)-1-methyl-1H-imidazol-2-yl]-piperidin-1-yl}-5-(4-methoxy-phenyl)-pyrimidin-4-ylamine), BrC=1C(=NC=NC1N1CCC(CC1)C=1NC=C(N1)C1=CC(=CC=C1)C(F)(F)F)N (5-Bromo-6-{4-[4-(3-trifluoromethyl-phenyl)-1H-imidazol-2-yl]-piperidin-1-yl}-pyrimidin-4-ylamine). Yields the product COC1=CC=C(C=C1)C=1C(=NC=NC1N1CCC(CC1)C=1NC=C(N1)C1=CC(=CC=C1)C(F)(F)F)N (5-(4-Methoxy-phenyl)-6-{4-[4-(3-trifluoromethyl-phenyl)-1H-imidazol-2-yl]-piperidin-1-yl}-pyrimidin-4-ylamine). RXN SMILES: F[C:2]1[CH:7]=[CH:6][C:5]([C:8]2[N:9]=[C:10]([CH:14]3[CH2:19][CH2:18][N:17]([C:20]4[N:25]=[CH:24][N:23]=[C:22]([NH2:26])[C:21]=4[C:27]4[CH:32]=[CH:31][C:30]([O:33][CH3:34])=[CH:29][CH:28]=4)[CH2:16][CH2:15]3)[N:11](C)[CH:12]=2)=[CH:4][C:3]=1[C:35]([F:38])([F:37])[F:36].BrC1C(N)=NC=NC=1N1CCC(C2NC=C(C3C=CC=C(C(F)(F)F)C=3)N=2)CC1>>[CH3:34][O:33][C:30]1[CH:31]=[CH:32][C:27]([C:21]2[C:22]([NH2:26])=[N:23][CH:24]=[N:25][C:20]=2[N:17]2[CH2:16][CH2:15][CH:14]([C:10]3[NH:11][CH:12]=[C:8]([C:5]4[CH:6]=[CH:7][CH:2]=[C:3]([C:35]([F:38])([F:37])[F:36])[CH:4]=4)[N:9]=3)[CH2:19][CH2:18]2)=[CH:28][CH:29]=1. Procedure details: The title compound was prepared in an analogous manner as 6-{4-[4-(4-Fluoro-3-trifluoromethyl-phenyl)-1-methyl-1H-imidazol-2-yl]-piperidin-1-yl}-5-(4-methoxy-phenyl)-pyrimidin-4-ylamine using 5-Bromo-6-{4-[4-(3-trifluoromethyl-phenyl)-1H-imidazol-2-yl]-piperidin-1-yl}-pyrimidin-4-ylamine instead of 5-bromo-6-(4-{4-[4-fluoro-3-(trifluoromethyl)phenyl]-1-methyl-1H-imidazol-2-yl}piperidin-1-yl)pyrimidin-4-amine. LC-MS: (M+1=495, obsd.=495). Starting materials: CO, Cc1ccc(S(=O)(=O)O)cc1, CC(=O)OC1CC(N2C(=O)c3cccc(NC(=O)c4ccco4)c3C2=O)C(=O)NC1=O. Yields the product O=C(Nc1cccc2c1C(=O)N(C1CC(O)C(=O)NC1=O)C2=O)c1ccco1. Reaction SMILES: [CH3:43][OH:44].[c:32]1([CH3:33])[cH:34][cH:35][c:36]([S:37]([OH:38])(=[O:39])=[O:40])[cH:41][cH:42]1.[o:1]1[c:2]([C:6](=[O:7])[NH:8][c:9]2[c:10]3[c:14]([cH:15][cH:16][cH:17]2)[C:13](=[O:18])[N:12]([CH:19]2[C:20](=[O:30])[NH:21][C:22](=[O:29])[CH:23]([O:25][C:26](=[O:27])[CH3:28])[CH2:24]2)[C:11]3=[O:31])[cH:3][cH:4][cH:5]1>>[o:1]1[c:2]([C:6](=[O:7])[NH:8][c:9]2[c:10]3[c:14]([cH:15][cH:16][cH:17]2)[C:13](=[O:18])[N:12]([CH:19]2[C:20](=[O:30])[NH:21][C:22](=[O:29])[CH:23]([OH:25])[CH2:24]2)[C:11]3=[O:31])[cH:3][cH:4][cH:5]1.